Dataset: the Open Reaction Database (ORD), a public repository of structured organic reaction records. Task: describe an organic reaction: reactants, conditions, products, and yield Starting materials: COCCN, CCN(C(C)C)C(C)C, Cc1nc(Cl)nc(Cl)n1, C1COCCO1. Yields the product COCCNc1nc(C)nc(Cl)n1. RXN SMILES: [CH3:1][O:2][CH2:3][CH2:4][NH2:5].[CH:15]([N:16]([CH2:17][CH3:18])[CH:19]([CH3:20])[CH3:21])([CH3:22])[CH3:23].[Cl:6][c:7]1[n:8][c:9]([CH3:14])[n:10][c:11]([Cl:13])[n:12]1.[O:24]1[CH2:25][CH2:26][O:27][CH2:28][CH2:29]1>>[CH3:1][O:2][CH2:3][CH2:4][NH:5][c:11]1[n:10][c:9]([CH3:14])[n:8][c:7]([Cl:6])[n:12]1.